Task: describe an organic reaction: reactants, conditions, products, and yield. Dataset: the Open Reaction Database (ORD), a public repository of structured organic reaction records Starting materials: C(C#C)N1CCC2=C(CC1)C=C(C=C2)N (3-prop-2-ynyl-2,3,4,5-tetrahydro-1H-benzo[d]azepin-7-ylamine), ClC1=NC=C(C(=N1)NC1=C(C=C(C=C1)N1CCOCC1)OC)Cl ((2,5-dichloro-pyrimidin-4-yl)-(2-methoxy-4-morpholin-4-yl-phenyl)-amine). Yields the product ClC=1C(=NC(=NC1)NC1=CC2=C(CCN(CC2)CC#C)C=C1)NC1=C(C=C(C=C1)N1CCOCC1)OC (5-Chloro-N*4*-(2-methoxy-4-morpholin-4-yl-phenyl)-N*2*-(3-prop-2-ynyl-2,3,4,5-tetrahydro-1H-benzo[d]azepin-7-yl)-pyrimidine-2,4-diamine), solid. Yield: 46.0%. Reaction SMILES: [CH2:1]([N:4]1[CH2:10][CH2:9][C:8]2[CH:11]=[C:12]([NH2:15])[CH:13]=[CH:14][C:7]=2[CH2:6][CH2:5]1)[C:2]#[CH:3].Cl[C:17]1[N:22]=[C:21]([NH:23][C:24]2[CH:29]=[CH:28][C:27]([N:30]3[CH2:35][CH2:34][O:33][CH2:32][CH2:31]3)=[CH:26][C:25]=2[O:36][CH3:37])[C:20]([Cl:38])=[CH:19][N:18]=1>>[Cl:38][C:20]1[C:21]([NH:23][C:24]2[CH:29]=[CH:28][C:27]([N:30]3[CH2:31][CH2:32][O:33][CH2:34][CH2:35]3)=[CH:26][C:25]=2[O:36][CH3:37])=[N:22][C:17]([NH:15][C:12]2[CH:13]=[CH:14][C:7]3[CH2:6][CH2:5][N:4]([CH2:1][C:2]#[CH:3])[CH2:10][CH2:9][C:8]=3[CH:11]=2)=[N:18][CH:19]=1. Procedure: 5-Chloro-N*4*-(2-methoxy-4-morpholin-4-yl-phenyl)-N*2*-(3-prop-2-ynyl-2,3,4,5-tetrahydro-1H-benzo[d]azepin-7-yl)-pyrimidine-2,4-diamine was prepared from 3-prop-2-ynyl-2,3,4,5-tetrahydro-1H-benzo[d]azepin-7-ylamine and (2,5-dichloro-pyrimidin-4-yl)-(2-methoxy-4-morpholin-4-yl-phenyl)-amine in an analogous manner to Example 322. Product isolated as a pale yellow solid (120 mg, 46%). m.p.=151-152° C.; LCMS (m/e) 519 (M+1); 1H-NMR (CDCl3, 400 MHz) δ 8.27 (d, 1H, J=8.7 Hz), 8.02 (s, 1H), 7.61 (s, 1H... Starting materials: C(CCC)[Li] (n-butyl lithium), BrC1=C(C=C2C(=N1)CCCCC2)C (2-bromo-6,7,8,9-tetrahydro-3-methyl-5H-cyclohepta[b]pyridine), O (water), S1C(=CC=C1)C=O (2-thiophenecarboxaldehyde). Solvent: CCCCCC (n-hexane), C1(=CC=CC=C1)C (toluene), C1(=CC=CC=C1)C (toluene). Run at time 0.25 hour. Product: CC=1C=C2C(=NC1C(O)C=1SC=CC1)CCCCC2 (1-(6,7,8,9-Tetrahydro-3-methyl-5H-cyclohepta[b]pyrid-2-yl)-1-(thiophen-2-yl)methanol). Isolated yield 64.7%. Reaction SMILES: C([Li])CCC.Br[C:7]1[N:12]=[C:11]2[CH2:13][CH2:14][CH2:15][CH2:16][CH2:17][C:10]2=[CH:9][C:8]=1[CH3:18].[S:19]1[CH:23]=[CH:22][CH:21]=[C:20]1[CH:24]=[O:25].O>CCCCCC.C1(C)C=CC=CC=1>[CH3:18][C:8]1[CH:9]=[C:10]2[CH2:17][CH2:16][CH2:15][CH2:14][CH2:13][C:11]2=[N:12][C:7]=1[CH:24]([C:20]1[S:19][CH:23]=[CH:22][CH:21]=1)[OH:25]. Reported procedure: To a solution of 1.6M n-butyl lithium in n-hexane (16.5 ml) in toluene (20 ml) at -70° C., under nitrogen, was added a solution of 2-bromo-6,7,8,9-tetrahydro-3-methyl-5H-cyclohepta[b]pyridine (6 g 0.025 m) and the mixture kept at -20° C. for 0.25 hours. This was blown over into a solution of 2-thiophenecarboxaldehyde (3.0 g) in toluene (30 ml) kept at -20° C., then allowed to warm to room temperature and water added. The organic phase was extracted with 2N hydrochloric acid, then basified with s... The reactants are C(#N)C=1C=C(C=CC1OC)C1=NOC(=C1)C(=O)OCC (Ethyl 3-(3-cyano-4-methoxyphenyl)-5-isoxazolecarboxylate), BrB(Br)Br (tribromoborane). Run in ClCCl (dichloromethane). Run at time 2 hour. Product: C(#N)C=1C=C(C=CC1O)C1=NOC(=C1)C(=O)OCC (ethyl 3-(3-cyano-4-hydroxyphenyl)-5-isoxazolecarboxylate). As a reaction SMILES: [C:1]([C:3]1[CH:4]=[C:5]([C:11]2[CH:15]=[C:14]([C:16]([O:18][CH2:19][CH3:20])=[O:17])[O:13][N:12]=2)[CH:6]=[CH:7][C:8]=1[O:9]C)#[N:2].BrB(Br)Br>ClCCl>[C:1]([C:3]1[CH:4]=[C:5]([C:11]2[CH:15]=[C:14]([C:16]([O:18][CH2:19][CH3:20])=[O:17])[O:13][N:12]=2)[CH:6]=[CH:7][C:8]=1[OH:9])#[N:2]. Procedure: Ethyl 3-(3-cyano-4-methoxyphenyl)-5-isoxazolecarboxylate and tribromoborane were dissolved in a dichloromethane solution, followed by stirring for 2 hours under ice-cooling. Further, the mixture was stirred at 40° C. for 30 minutes to obtain ethyl 3-(3-cyano-4-hydroxyphenyl)-5-isoxazolecarboxylate. APN: 257. Reactants: NC1=CC=C2C(C(NC2=C1)=O)(C)C (6-amino-3,3-dimethylindolin-2-one), C(C)(=O)C=1SC=CC1 (2-acetylthiophene), 2-acetylthiophene-(3,3-dimethyl-2-oxoindoline-6-hydrazone). The solvent is C(Cl)Cl (methylene chloride). Product: CC1(C2=C(NC1=O)C=C1NC(=CC1=C2)C=2SC=CC2)C (3,3-Dimethyl-6-(2-thienyl)-benzo[1,2-b:5,4-b']-dipyrrol-2-(1H, 3H, 7H)-one). As a reaction SMILES: [NH2:1][C:2]1[CH:10]=[C:9]2[C:5]([C:6]([CH3:13])([CH3:12])[C:7](=[O:11])[NH:8]2)=[CH:4][CH:3]=1.[C:14]([C:17]1[S:18][CH:19]=[CH:20][CH:21]=1)(=O)[CH3:15]>C(Cl)Cl>[CH3:12][C:6]1([CH3:13])[C:7](=[O:11])[NH:8][C:9]2[CH:10]=[C:2]3[C:3](=[CH:4][C:5]1=2)[CH:15]=[C:14]([C:17]1[S:18][CH:19]=[CH:20][CH:21]=1)[NH:1]3. Procedure: Analogously to Example 1, 6.8 g. (38 mmole) 6-amino-3,3-dimethylindolin-2-one are diazotised and reduced. Into the solution are added dropwise 10.9 g. (85 mmole) 2-acetylthiophene and the oil which separates out is taken up in methylene chloride, dried and evaporated. As crude product, there are obtained 11.2 g. 2-acetylthiophene-(3,3-dimethyl-2-oxoindoline-6-hydrazone) which is further reacted without purification. The reactants are COC=1C=CC2=C(SC3=C(C(C2)=O)C=C(C=C3)SC)C1 (3-methoxy-8-(methylthio)-dibenzo[b,f]thiepin-10(11H)-one), C(C)O (ethanol), [BH4-].[Na+] (sodium borohydride). The solvent is O (water). Reaction conditions: time 90 minute. Yields the product COC=1C=CC2=C(SC3=C(C(C2)O)C=C(C=C3)SC)C1 (10,11-dihydro3-methoxy-8-(methylthio)-dibenzo[b,f]thiepin-10-ol). Reaction SMILES: [CH3:1][O:2][C:3]1[CH:4]=[CH:5][C:6]2[CH2:12][C:11](=[O:13])[C:10]3[CH:14]=[C:15]([S:18][CH3:19])[CH:16]=[CH:17][C:9]=3[S:8][C:7]=2[CH:20]=1.C(O)C.[BH4-].[Na+]>O>[CH3:1][O:2][C:3]1[CH:4]=[CH:5][C:6]2[CH2:12][CH:11]([OH:13])[C:10]3[CH:14]=[C:15]([S:18][CH3:19])[CH:16]=[CH:17][C:9]=3[S:8][C:7]=2[CH:20]=1 |f:2.3|. Reported procedure: 17.8 G. of 3-methoxy-8-(methylthio)-dibenzo[b,f]thiepin-10(11H)-one is suspended in 150 ml. of ethanol and reacted with 38 g. of sodium borohydride. The reaction mixture is stirred for 90 minutes, and subsequently treated with water and extracted with ether. The organic phase is washed with water, dried over magnesium sulfate and evaporated, whereby there is obtained 10,11-dihydro3-methoxy-8-(methylthio)-dibenzo[b,f]thiepin-10-ol having a melting point of 122°-124°. Reactants: CCO, CNC, CCCCC=C1CCCC1=O, Cl, Cl. The product is CCCCC=C1CCC(CN(C)C)C1=O, Cl. RXN SMILES: [CH3:17][CH2:18][OH:19].[CH3:2][NH:3][CH3:4].[CH:6]([CH2:7][CH2:8][CH2:9][CH3:10])=[C:11]1[C:12](=[O:16])[CH2:13][CH2:14][CH2:15]1.[ClH:1].[ClH:5]>>[CH3:2][N:3]([CH3:4])[CH2:17][CH:13]1[C:12](=[O:16])[C:11](=[CH:6][CH2:7][CH2:8][CH2:9][CH3:10])[CH2:15][CH2:14]1.[ClH:1]. The reactants are N (ammonia), C1(\C=C/C(=O)O1)=O (maleic anhydride). Solvent: anhydrous liquid. Run at time 30 minute. Yields the product N.C(\C=C/C(=O)N)(=O)O (maleamic acid ammonia salt). As a reaction SMILES: [NH3:1].[C:2]1(=[O:8])[O:7][C:5](=[O:6])[CH:4]=[CH:3]1>>[NH3:1].[C:2]([OH:7])(=[O:8])/[CH:3]=[CH:4]\[C:5]([NH2:1])=[O:6] |f:2.3|. Procedure details: Into 250 ml of anhydrous liquid ammonia in a beaker, 39.2 g (400 mmol) of maleic anhydride (MA) were carefully added into the solution. The reaction occurred for 30 minutes at −33° C. A white precipitate was formed. After the remaining ammonia was removed by evaporation, the product was dried under vacuum at 40° C. Finally, 52.7 g of maleamic acid ammonia salt (MAA) were obtained. The MAA, in a beaker, was placed in a nitrogen-flowing oven. At about 160° C., the reactant started to melt and turn... Reactants: Cc1c(S(=O)(=O)Cl)sc2ccc(Cl)cc12, CN1CCN(c2cc(N)ccc2Cl)CC1. Product: Cc1c(S(=O)(=O)Nc2ccc(Cl)c(N3CCN(C)CC3)c2)sc2ccc(Cl)cc12. Reaction SMILES: [Cl:16][c:17]1[cH:18][c:19]2[c:20]([s:21][c:22]([S:25](=[O:26])(=[O:27])[Cl:28])[c:23]2[CH3:24])[cH:29][cH:30]1.[Cl:1][c:2]1[c:3]([N:9]2[CH2:10][CH2:11][N:12]([CH3:15])[CH2:13][CH2:14]2)[cH:4][c:5]([NH2:8])[cH:6][cH:7]1>>[Cl:1][c:2]1[c:3]([N:9]2[CH2:10][CH2:11][N:12]([CH3:15])[CH2:13][CH2:14]2)[cH:4][c:5]([NH:8][S:25]([c:22]2[s:21][c:20]3[c:19]([cH:18][c:17]([Cl:16])[cH:30][cH:29]3)[c:23]2[CH3:24])(=[O:26])=[O:27])[cH:6][cH:7]1. Product: [O-][n+]1cccc2cc[nH]c21. RXN SMILES: [CH2:21]1[O:22][CH2:23][CH2:24][CH2:25]1.[OH:10][O:11][C:12]([c:13]1[cH:14][c:15]([Cl:16])[cH:17][cH:18][cH:19]1)=[O:20].[nH:1]1[cH:2][cH:3][c:4]2[cH:5][cH:6][cH:7][n:8][c:9]12>>[nH:1]1[cH:2][cH:3][c:4]2[cH:5][cH:6][cH:7][n+:8]([O-:10])[c:9]12. Starting materials: C1CCOC1, O=C(OO)c1cccc(Cl)c1, c1cnc2[nH]ccc2c1.